Dataset: the Open Reaction Database (ORD), a public repository of structured organic reaction records. Task: describe an organic reaction: reactants, conditions, products, and yield The reactants are [Li+].C[Si](C)(C)[N-][Si](C)(C)C (LiHMDS), CC1=C(C2=C(N=C(C=C2N)C)S1)C1=CC(=CC=C1)OC (2,6-dimethyl-3-[3-(methyloxy)phenyl]thieno[2,3-b]pyridin-4-amine), [Li+].C[Si](C)(C)[N-][Si](C)(C)C (LiHMDS), C1(=CC=CC=C1)CS(=O)(=O)Cl (phenylmethanesulfonyl chloride), C1(=CC=CC=C1)CS(=O)(=O)Cl (phenylmethanesulfonyl chloride). Run in O (water), C1CCOC1 (THF). Conditions: time 16 hour. The product is CC1=C(C=2C(=NC(=CC2NS(=O)(=O)CC2=CC=CC=C2)C)S1)C1=CC(=CC=C1)OC (N-{2,6-Dimethyl-3-[3-(methyloxy)phenyl]thieno[2,3-b]pyridin-4-yl}-1-phenylmethanesulfonamide). Isolated yield 6.5%. As a reaction SMILES: [CH3:1][C:2]1[S:12][C:5]2[N:6]=[C:7]([CH3:11])[CH:8]=[C:9]([NH2:10])[C:4]=2[C:3]=1[C:13]1[CH:18]=[CH:17][CH:16]=[C:15]([O:19][CH3:20])[CH:14]=1.[Li+].C[Si]([N-][Si](C)(C)C)(C)C.[C:31]1([CH2:37][S:38](Cl)(=[O:40])=[O:39])[CH:36]=[CH:35][CH:34]=[CH:33][CH:32]=1>C1COCC1.O>[CH3:1][C:2]1[S:12][C:5]2=[N:6][C:7]([CH3:11])=[CH:8][C:9]([NH:10][S:38]([CH2:37][C:31]3[CH:36]=[CH:35][CH:34]=[CH:33][CH:32]=3)(=[O:40])=[O:39])=[C:4]2[C:3]=1[C:13]1[CH:18]=[CH:17][CH:16]=[C:15]([O:19][CH3:20])[CH:14]=1 |f:1.2|. Procedure: To a stirred solution of 2,6-dimethyl-3-[3-(methyloxy)phenyl]thieno[2,3-b]pyridin-4-amine (100 mg, 0.352 mmol) (Description 4) in THF (2 mL) cooled in an ice bath was added LiHMDS (1M solution in THF) (0.774 mL, 0.774 mmol). The reaction mixture was stirred at RT for 45 min before the addition of phenylmethanesulfonyl chloride (168 mg, 0.879 mmol). The reaction mixture was stirred at RT for a further 16 h and was then cooled in an ice bath before the addition of LiHMDS (1M solution in THF) (0.35... Yields the product CC(C)(Cc1[nH]c2cc(OCc3ccc4ccccc4n3)ccc2c1Cc1ccc(Cl)cc1)C(=O)O. Reaction SMILES: [Cl:1][c:2]1[cH:3][cH:4][c:5]([CH2:6][c:7]2[c:8]([CH2:28][C:29]([C:30](=[O:31])[O:32][CH3:33])([CH3:34])[CH3:35])[nH:9][c:10]3[cH:11][c:12]([O:16][CH2:17][c:18]4[n:19][c:20]5[cH:21][cH:22][cH:23][cH:24][c:25]5[cH:26][cH:27]4)[cH:13][cH:14][c:15]23)[cH:36][cH:37]1.[Na:38].[OH2:39]>>[Cl:1][c:2]1[cH:3][cH:4][c:5]([CH2:6][c:7]2[c:8]([CH2:28][C:29]([C:30](=[O:31])[OH:32])([CH3:34])[CH3:35])[nH:9][c:10]3[cH:11][c:12]([O:16][CH2:17][c:18]4[n:19][c:20]5[cH:21][cH:22][cH:23][cH:24][c:25]5[cH:26][cH:27]4)[cH:13][cH:14][c:15]23)[cH:36][cH:37]1. Starting materials: COC(=O)C(C)(C)Cc1[nH]c2cc(OCc3ccc4ccccc4n3)ccc2c1Cc1ccc(Cl)cc1, [Na], O. Reactants: BrC1=C(C=CC=C1)CC(=O)O (2-bromophenylacetic acid), COC1=C(N)C=CC=C1F (2-methoxy-3-fluoroaniline). Yields the product COC1=C(C=CC=C1F)NC1=C(C=CC=C1)CC(=O)O (2-[(2-methoxy-3-fluorophenyl)amino]phenylacetic acid). As a reaction SMILES: Br[C:2]1[CH:7]=[CH:6][CH:5]=[CH:4][C:3]=1[CH2:8][C:9]([OH:11])=[O:10].[CH3:12][O:13][C:14]1[C:20]([F:21])=[CH:19][CH:18]=[CH:17][C:15]=1[NH2:16]>>[CH3:12][O:13][C:14]1[C:20]([F:21])=[CH:19][CH:18]=[CH:17][C:15]=1[NH:16][C:2]1[CH:7]=[CH:6][CH:5]=[CH:4][C:3]=1[CH2:8][C:9]([OH:11])=[O:10]. Procedure: In the manner described in example 3, 2-bromophenylacetic acid is condensed with 2-methoxy-3-fluoroaniline to yield 2-[(2-methoxy-3-fluorophenyl)amino]phenylacetic acid. Run at time 1 hour. Run in CN(C)C=O (DMF), CN(C)C=O (DMF), C1(=CC=CC=C1)C.C(C)(=O)OCC (toluene ethyl acetate). Procedure details: A solution of 2 g (7.41 mmol) of 3-(5-(1,3-dioxolan-2-yl)-furan-2-yl)indazole in 10 ml of DMF is added to a suspension of 355 mg of NaH (60 per cent in paraffin) in 10 ml of DMF under argon and the mixture is stirred at room temperature for 1 hour. 1.5 g of 2-cyanobenzyl bromide are then added. The mixture is stirred at 100° C. for 30 minutes, introduced into water and extracted with ethyl acetate, the organic phase is dried with sodium sulphate and evaporated in vacuo and the residue is chromat... Reactants: O1C(OCC1)C1=CC=C(O1)C1=NNC2=CC=CC=C12 (3-(5-(1,3-dioxolan-2-yl)-furan-2-yl)indazole), [H-].[Na+] (NaH), O (water), C(#N)C1=C(CBr)C=CC=C1 (2-cyanobenzyl bromide). Product: C(#N)C1=C(CN2N=C(C3=CC=CC=C23)C=2OC(=CC2)C2OCCO2)C=CC=C1 (1-(2-Cyanobenzyl)-3-(5-(1,3-dioxolan-2-yl)furan-2-yl)-indazole). RXN SMILES: [O:1]1[CH2:5][CH2:4][O:3][CH:2]1[C:6]1[O:10][C:9]([C:11]2[C:19]3[C:14](=[CH:15][CH:16]=[CH:17][CH:18]=3)[NH:13][N:12]=2)=[CH:8][CH:7]=1.[H-].[Na+].[C:22]([C:24]1[CH:31]=[CH:30][CH:29]=[CH:28][C:25]=1[CH2:26]Br)#[N:23].O>CN(C=O)C.C1(C)C=CC=CC=1.C(OCC)(=O)C>[C:22]([C:24]1[CH:31]=[CH:30][CH:29]=[CH:28][C:25]=1[CH2:26][N:13]1[C:14]2[C:19](=[CH:18][CH:17]=[CH:16][CH:15]=2)[C:11]([C:9]2[O:10][C:6]([CH:2]3[O:1][CH2:5][CH2:4][O:3]3)=[CH:7][CH:8]=2)=[N:12]1)#[N:23] |f:1.2,6.7|. The reactants are CNC[C@@H](CC=C)C1=CC=CC=C1 ((S)-N-methyl-(2-phenylpent-4-enyl)amine), COC1=C(C(=O)Cl)C=C(C=C1)N1N=NN=C1 (2-methoxy-5-(1H-tetrazol-1-yl)benzoyl chloride), CC(=O)C.O (acetone water), C([O-])(O)=O.[Na+] (sodium bicarbonate). Solvent: C(C)(=O)OCC (ethyl acetate). Reaction conditions: time 1.5 hour. Product: CN(C(C1=C(C=CC(=C1)N1N=NN=C1)OC)=O)C[C@@H](CC=C)C1=CC=CC=C1 ((S)-N-methyl-N-(2-phenylpent-4-enyl)-2-methoxy-5-(1H-tetrazol-1-yl)benzamide). RXN SMILES: [CH3:1][NH:2][CH2:3][C@H:4]([C:8]1[CH:13]=[CH:12][CH:11]=[CH:10][CH:9]=1)[CH2:5][CH:6]=[CH2:7].CC(C)=O.O.C(=O)(O)[O-].[Na+].[CH3:24][O:25][C:26]1[CH:34]=[CH:33][C:32]([N:35]2[CH:39]=[N:38][N:37]=[N:36]2)=[CH:31][C:27]=1[C:28](Cl)=[O:29]>C(OCC)(=O)C>[CH3:1][N:2]([CH2:3][C@H:4]([C:8]1[CH:9]=[CH:10][CH:11]=[CH:12][CH:13]=1)[CH2:5][CH:6]=[CH2:7])[C:28](=[O:29])[C:27]1[CH:31]=[C:32]([N:35]2[CH:39]=[N:38][N:37]=[N:36]2)[CH:33]=[CH:34][C:26]=1[O:25][CH3:24] |f:1.2,3.4|. Reported procedure: Combine (S)-N-methyl-(2-phenylpent-4-enyl)amine (1.93 g, 11.0 mmol), acetone/water (4/1, 125 mL), and sodium bicarbonate (3.0 g, 35.5 mmol). Cool in an ice bath with vigorous stirring. Add portionwise, 2-methoxy-5-(1H-tetrazol-1-yl)benzoyl chloride (2.86 g, 11.8 mmol). After the addition is complete, warm to ambient temperature. After 1.5 hours, evaporate in vacuo to remove most of the acetone. Extract the evaporated reaction mixture with ethyl acetate. Extract the organic layer with a saturated... Reactants: [NH4+].[Cl-] (NH4Cl), ClCC(=O)N1[C@@H](CC[C@@H]1C)C(=O)N ((2S,5S)-1-(2-Chloro-acetyl)-5-methyl-pyrrolidine-2-carboxylic acid amide), N1C=NC=C1 (imidazole), O=P(Cl)(Cl)Cl (POCl3). RXN SMILES: [Cl:1][CH2:2][C:3]([N:5]1[C@@H:9]([CH3:10])[CH2:8][CH2:7][C@H:6]1[C:11]([NH2:13])=O)=[O:4].N1C=CN=C1.O=P(Cl)(Cl)Cl.[NH4+].[Cl-]>N1C=CC=CC=1>[Cl:1][CH2:2][C:3]([N:5]1[C@@H:9]([CH3:10])[CH2:8][CH2:7][C@H:6]1[C:11]#[N:13])=[O:4] |f:3.4|. Product: ClCC(=O)N1[C@@H](CC[C@@H]1C)C#N ((2S,5S)-1-(2-Chloro-acetyl)-5-methyl-pyrrolidine-2-carbonitrile). Reported procedure: (2S,5S)-1-(2-Chloro-acetyl)-5-methyl-pyrrolidine-2-carboxylic acid amide (0.25 g, 1.2 mmol) and imidazole (85 mg, 1.25 mmol) ware mixed in pyridine (5 mL). The mixture was cooled to −35° C. and POCl3 (0.18 mL, 1.8 mmol) was added slowly. The mixture was stirred at −35° C. for 1 h. Saturated NH4Cl (20 mL) was added, and the mixture was extracted with EtOAc (3×). The combined organic layers were dried (Na2SO4), filtered and concentrated under reduced pressure. The oil was purified by flash chromat... Solvent: N1=CC=CC=C1 (pyridine). Conditions: temperature -35 celsius, time 1 hour. The reactants are COC(CCC1=C(C=C(C=C1)OC1=CC(=C(C=C1)F)Br)C)=O (3-[4-(3-bromo-4-fluoro-phenoxy)-2-methyl-phenyl]-propionic acid methyl ester), ClC1=CC(=C(C=C1)O)OC1=CC=CC=C1 (4-chloro-2-phenoxy-phenol), CC(C)(C(CC(C(C)(C)C)=O)=O)C (2,2,6,6-tetramethyl-3,5-heptanedione), C([O-])([O-])=O.[Cs+].[Cs+] (cesium carbonate), [OH-].[Na+] (NaOH). The reagents and catalysts are [Cu]Cl (copper(I) chloride). Solvent: CN1CCCC1=O (NMP), CO (MeOH). Conditions: time 8 hour. The product is ClC1=CC(=C(OC=2C=C(OC3=CC(=C(C=C3)CCC(=O)O)C)C=CC2F)C=C1)OC1=CC=CC=C1 (3-{4-[3-(4-Chloro-2-phenoxy-phenoxy)-4-fluoro-phenoxy]-2-methyl-phenyl}-propionic acid). Yield: 11.3%. RXN SMILES: C[O:2][C:3](=[O:22])[CH2:4][CH2:5][C:6]1[CH:11]=[CH:10][C:9]([O:12][C:13]2[CH:18]=[CH:17][C:16]([F:19])=[C:15](Br)[CH:14]=2)=[CH:8][C:7]=1[CH3:21].[Cl:23][C:24]1[CH:29]=[CH:28][C:27]([OH:30])=[C:26]([O:31][C:32]2[CH:37]=[CH:36][CH:35]=[CH:34][CH:33]=2)[CH:25]=1.CC(C)(C(=O)CC(=O)C(C)(C)C)C.C(=O)([O-])[O-].[Cs+].[Cs+].[OH-].[Na+]>CN1C(=O)CCC1.CO.[Cu]Cl>[Cl:23][C:24]1[CH:29]=[CH:28][C:27]([O:30][C:15]2[CH:14]=[C:13]([CH:18]=[CH:17][C:16]=2[F:19])[O:12][C:9]2[CH:10]=[CH:11][C:6]([CH2:5][CH2:4][C:3]([OH:2])=[O:22])=[C:7]([CH3:21])[CH:8]=2)=[C:26]([O:31][C:32]2[CH:37]=[CH:36][CH:35]=[CH:34][CH:33]=2)[CH:25]=1 |f:3.4.5,6.7|. Procedure details: A solution of 3-[4-(3-bromo-4-fluoro-phenoxy)-2-methyl-phenyl]-propionic acid methyl ester (0.1 g, 0.27 mmol), 4-chloro-2-phenoxy-phenol (60 mg, 0.27 mmol), copper(I) chloride (13 mg, 0.13 mmol), 2,2,6,6-tetramethyl-3,5-heptanedione (0.01 mL, 0.07 mmol), and cesium carbonate (105 mg, 0.32 mmol) in NMP (3 mL) is heated to 120° C. The reaction is stirred overnight and cooled to rt. The reaction is then quenched with 1N aqueous HCl and extracted with ethyl ether. The organic layer is washed with br... Starting materials: NC1=C2N=CN(C2=NC=N1)[C@H]1[C@H](O)[C@@H]([C@H](O1)C(=O)OCC)N (ethyl 1-(6-amino-9H-purin-9-yl)-1,3-dideoxy-3-amino-β-D-ribofuranuronate), C(C)(C)(C)OC(=O)N[C@@H](CC1=CC=C(C=C1)OCCCNC(=O)OC(C)(C)C)C(=O)O (N-tert-butoxycarbonyl-O-(3-tert-butoxycarbonylaminopropyl)-L-tyrosine), ( 4 ). The product is NC1=C2N=CN(C2=NC=N1)[C@H]1[C@H](O)[C@@H]([C@H](O1)C(=O)OCC)NC([C@@H](NC(=O)OC(C)(C)C)CC1=CC=C(C=C1)OCCCNC(=O)OC(C)(C)C)=O (Ethyl 1-(6-amino-9H-purin-9-yl)-1,3-dideoxy-3-[N-tert-butoxycarbonyl-O-(3-tert-butoxycarbonylaminopropyl)-L-tyrosylamino]-β-D-ribofuranuronate). Isolated yield 70.5%. As a reaction SMILES: [NH2:1][C:2]1[N:10]=[CH:9][N:8]=[C:7]2[C:3]=1[N:4]=[CH:5][N:6]2[C@@H:11]1[O:16][C@H:15]([C:17]([O:19][CH2:20][CH3:21])=[O:18])[C@@H:14]([NH2:22])[C@H:12]1[OH:13].[C:23]([O:27][C:28]([NH:30][C@H:31]([C:51](O)=[O:52])[CH2:32][C:33]1[CH:38]=[CH:37][C:36]([O:39][CH2:40][CH2:41][CH2:42][NH:43][C:44]([O:46][C:47]([CH3:50])([CH3:49])[CH3:48])=[O:45])=[CH:35][CH:34]=1)=[O:29])([CH3:26])([CH3:25])[CH3:24]>>[NH2:1][C:2]1[N:10]=[CH:9][N:8]=[C:7]2[C:3]=1[N:4]=[CH:5][N:6]2[C@@H:11]1[O:16][C@H:15]([C:17]([O:19][CH2:20][CH3:21])=[O:18])[C@@H:14]([NH:22][C:51](=[O:52])[C@H:31]([CH2:32][C:33]2[CH:34]=[CH:35][C:36]([O:39][CH2:40][CH2:41][CH2:42][NH:43][C:44]([O:46][C:47]([CH3:50])([CH3:49])[CH3:48])=[O:45])=[CH:37][CH:38]=2)[NH:30][C:28]([O:27][C:23]([CH3:26])([CH3:24])[CH3:25])=[O:29])[C@H:12]1[OH:13]. Procedure: Ethyl 1-(6-amino-9H-purin-9-yl)-1,3-dideoxy-3-[N-tert-butoxycarbonyl-O-(3-tert-butoxycarbonylaminopropyl)-L-tyrosylamino]-β-D-ribofuranuronate (770 mg) was prepared by reacting ethyl 1-(6-amino-9H-purin-9-yl)-1,3-dideoxy-3-amino-β-D-ribofuranuronate (462 mg) prepared in Example 63 with N-tert-butoxycarbonyl-O-(3-tert-butoxycarbonylaminopropyl)-L-tyrosine (906 mg) prepared in Preparation 7 (4) according to a similar manner to that of Example 64, mp. 125°-131° C. (dec.). Reactants: ClC=1C(=NNC1I)C1CCOCC1 (4-chloro-5-iodo-3-(tetrahydro-2H-pyran-4-yl)-1H-pyrazole), COCCC1=NNC=C1 (3-(2-methoxyethyl)-1H-pyrazole), COCCC1=NNC=C1 (3-(2-methoxyethyl)-1H-pyrazole), O1CCC(CC1)C1=NNC=C1 (3-(tetrahydro-2H-pyran-4-yl)-1H-pyrazole). Product: ClC=1C(=NNC1I)CCOC (4-Chloro-5-iodo-3-(2-methoxyethyl)-1H-pyrazole). As a reaction SMILES: [Cl:1][C:2]1[C:3]([CH:8]2[CH2:13]COCC2)=[N:4][NH:5][C:6]=1[I:7].[CH3:14][O:15]CCC1C=CNN=1.O1CCC(C2C=CNN=2)CC1>>[Cl:1][C:2]1[C:3]([CH2:8][CH2:13][O:15][CH3:14])=[N:4][NH:5][C:6]=1[I:7]. Procedure details: The title compound was prepared using standard chemical manipulations and procedures similar to those used for the preparation of compound 294.4, except 3-(2-methoxyethyl)-1H-pyrazole (compound 307.1) was used instead of 3-(tetrahydro-2H-pyran-4-yl)-1H-pyrazole (compound 294.2).